Dataset: the Open Reaction Database (ORD), a public repository of structured organic reaction records. Task: describe an organic reaction: reactants, conditions, products, and yield Reactants: OBO, Cc1oc(-c2ccc(Br)cc2)nc1CCN1CCCC1, CS(=O)(=O)c1ccccc1. Product: Cc1oc(-c2ccc(-c3cccc(S(C)(=O)=O)c3)cc2)nc1CCN1CCCC1. RXN SMILES: [BH:1]([OH:2])[OH:3].[Br:14][c:15]1[cH:16][cH:17][c:18](-[c:21]2[o:22][c:23]([CH3:33])[c:24]([CH2:26][CH2:27][N:28]3[CH2:29][CH2:30][CH2:31][CH2:32]3)[n:25]2)[cH:19][cH:20]1.[CH3:4][S:5](=[O:6])(=[O:7])[c:8]1[cH:9][cH:10][cH:11][cH:12][cH:13]1>>[CH3:4][S:5](=[O:6])(=[O:7])[c:8]1[cH:9][cH:10][cH:11][c:12](-[c:15]2[cH:16][cH:17][c:18](-[c:21]3[o:22][c:23]([CH3:33])[c:24]([CH2:26][CH2:27][N:28]4[CH2:29][CH2:30][CH2:31][CH2:32]4)[n:25]3)[cH:19][cH:20]2)[cH:13]1.